From a dataset of the Open Reaction Database (ORD), a public repository of structured organic reaction records. describe an organic reaction: reactants, conditions, products, and yield Reactants: CS(=O)(=O)Cl (methanesulfonyl chloride), NC=1C=CC(=C(NC(OCC)=O)C1)F (ethyl 5-amino-2-fluorocarbanilate), N1=CC=CC=C1 (pyridine). The solvent is ClCCl (dichloromethane). Product: CS(=O)(=O)NC=1C=CC(=C(NC(OCC)=O)C1)F (ethyl 5-methylsulfonylamino-2-fluorocarbanilate). The yield is 94.0%. RXN SMILES: [CH3:1][S:2](Cl)(=[O:4])=[O:3].[NH2:6][C:7]1[CH:8]=[CH:9][C:10]([F:19])=[C:11]([CH:18]=1)[NH:12][C:13](=[O:17])[O:14][CH2:15][CH3:16].N1C=CC=CC=1>ClCCl>[CH3:1][S:2]([NH:6][C:7]1[CH:8]=[CH:9][C:10]([F:19])=[C:11]([CH:18]=1)[NH:12][C:13](=[O:17])[O:14][CH2:15][CH3:16])(=[O:4])=[O:3]. Procedure: 61.1 g (533 mmol) of methanesulfonyl chloride was added dropwise to a mixture of 96.0 g (485 mmol) of ethyl 5-amino-2-fluorocarbanilate, 46.0 g (582 mmol) of pyridine and 700 ml of dichloromethane at a temperature of not higher than 5° C. Thereafter the temperature was raised to room temperature and the reaction was continued for one night. After the solvent was distilled off, the resultant product was dissolved in ethyl acetate and washed with diluted hydrochloric acid twice, then with water, a... Reactants: 13.6, BrCC(=O)C1=C(C=C(C=C1)Cl)Cl (2-bromo-1-(2,4-dichlorophenyl)-1-ethanone), BrC1=CC=C(C=C1)SCC(CO)O (3-(4-bromophenylthio)-1,2-propanediol), CC1=CC=C(C=C1)S(=O)(=O)O (4-methylbenzenesulfonic acid), C(CCC)O (butanol). Run in C1=CC=CC=C1 (benzene), O (water). The product is BrCC1(OCC(O1)CSC1=CC=C(C=C1)Br)C1=C(C=C(C=C1)Cl)Cl (2-(bromomethyl)-4-(4-bromophenylthiomethyl)-2-(2,4-dichlorophenyl)-1,3-dioxolane). RXN SMILES: [Br:1][CH2:2][C:3]([C:5]1[CH:10]=[CH:9][C:8]([Cl:11])=[CH:7][C:6]=1[Cl:12])=[O:4].[Br:13][C:14]1[CH:19]=[CH:18][C:17]([S:20][CH2:21][CH:22]([OH:25])[CH2:23]O)=[CH:16][CH:15]=1.CC1C=CC(S(O)(=O)=O)=CC=1.C(O)CCC>O.C1C=CC=CC=1>[Br:1][CH2:2][C:3]1([C:5]2[CH:10]=[CH:9][C:8]([Cl:11])=[CH:7][C:6]=2[Cl:12])[O:25][CH:22]([CH2:21][S:20][C:17]2[CH:18]=[CH:19][C:14]([Br:13])=[CH:15][CH:16]=2)[CH2:23][O:4]1. Reported procedure: A mixture of 13.6 parts of 2-bromo-1-(2,4-dichlorophenyl)-1-ethanone, 15.8 parts of 3-(4-bromophenylthio)-1,2-propanediol, 3 parts of 4-methylbenzenesulfonic acid, 180 parts of butanol and 90 parts of benzene is stirred and refluxed for 12 hours with water-separator. The reaction mixture is evaporated and the residue is dissolved in trichloromethane. The solution is stirred with silica gel for 30 minutes. The latter is filtered off and the filtrate is evaporated, yielding A + B 2-(bromomethyl)-4... Reactants: ClCCl, CN1CCNCC1, CC#N, CCOC(C)=O, O=C(Oc1ccccc1)OC1c2cc(Cl)ccc2C(=O)N1c1ccc2ccc(Cl)nc2n1. Yields the product CN1CCN(C(=O)OC2c3cc(Cl)ccc3C(=O)N2c2ccc3ccc(Cl)nc3n2)CC1. As a reaction SMILES: [CH2:43]([Cl:44])[Cl:45].[CH3:33][N:34]1[CH2:35][CH2:36][NH:37][CH2:38][CH2:39]1.[CH3:40][C:41]#[N:42].[CH3:46][CH2:47][O:48][C:49](=[O:50])[CH3:51].[Cl:1][c:2]1[cH:3][cH:4][c:5]2[cH:6][cH:7][c:8]([N:12]3[C:13](=[O:32])[c:14]4[cH:15][cH:16][c:17]([Cl:31])[cH:18][c:19]4[CH:20]3[O:21][C:22]([O:24][c:23]3[cH:25][cH:26][cH:27][cH:28][cH:29]3)=[O:30])[n:9][c:10]2[n:11]1>>[Cl:1][c:2]1[cH:3][cH:4][c:5]2[cH:6][cH:7][c:8]([N:12]3[C:13](=[O:32])[c:14]4[cH:15][cH:16][c:17]([Cl:31])[cH:18][c:19]4[CH:20]3[O:21][C:22](=[O:24])[N:37]3[CH2:36][CH2:35][N:34]([CH3:33])[CH2:39][CH2:38]3)[n:9][c:10]2[n:11]1. The reactants are CC(C)(N)c1ncon1, O=C(O)c1ccc(Cl)c(-c2cccc(Cl)c2)n1. Product: CC(C)(NC(=O)c1ccc(Cl)c(-c2cccc(Cl)c2)n1)c1ncon1. As a reaction SMILES: [CH3:18][C:19]([CH3:20])([c:21]1[n:22][o:23][cH:24][n:25]1)[NH2:26].[Cl:1][c:2]1[cH:3][cH:4][c:5]([C:15](=[O:16])[OH:17])[n:6][c:7]1-[c:8]1[cH:9][c:10]([Cl:14])[cH:11][cH:12][cH:13]1>>[Cl:1][c:2]1[cH:3][cH:4][c:5]([C:15](=[O:17])[NH:26][C:19]([CH3:18])([CH3:20])[c:21]2[n:22][o:23][cH:24][n:25]2)[n:6][c:7]1-[c:8]1[cH:9][c:10]([Cl:14])[cH:11][cH:12][cH:13]1. The reactants are Cc1ccc(-c2csc(Cl)n2)cc1, OCC1(CO)CCC1. Product: Cc1ccc(-c2csc(OCC3(CO)CCC3)n2)cc1. Reaction SMILES: [Cl:9][c:10]1[s:11][cH:12][c:13](-[c:15]2[cH:16][cH:17][c:18]([CH3:21])[cH:19][cH:20]2)[n:14]1.[OH:1][CH2:2][C:3]1([CH2:7][OH:8])[CH2:4][CH2:5][CH2:6]1>>[O:1]([CH2:2][C:3]1([CH2:7][OH:8])[CH2:4][CH2:5][CH2:6]1)[c:10]1[s:11][cH:12][c:13](-[c:15]2[cH:16][cH:17][c:18]([CH3:21])[cH:19][cH:20]2)[n:14]1. The reactants are COc1ccc(N)cc1, Cc1cccc(-c2nc(C)cc(Cl)n2)c1. The product is COc1ccc(Nc2cc(C)nc(-c3cccc(C)c3)n2)cc1. As a reaction SMILES: [CH3:16][O:17][c:18]1[cH:19][cH:20][c:21]([NH2:24])[cH:22][cH:23]1.[Cl:1][c:2]1[n:3][c:4](-[c:9]2[cH:10][c:11]([CH3:15])[cH:12][cH:13][cH:14]2)[n:5][c:6]([CH3:8])[cH:7]1>>[c:2]1([NH:24][c:21]2[cH:20][cH:19][c:18]([O:17][CH3:16])[cH:23][cH:22]2)[n:3][c:4](-[c:9]2[cH:10][c:11]([CH3:15])[cH:12][cH:13][cH:14]2)[n:5][c:6]([CH3:8])[cH:7]1.